From a dataset of the Open Reaction Database (ORD), a public repository of structured organic reaction records. describe an organic reaction: reactants, conditions, products, and yield The reactants are O=C(NC1=C(F)C(F)=C(C(F)=C1F)C(F)(F)F)C2CC2. The reagents and catalysts are O1B(OC(C)(C)C1(C)C)B2OC(C)(C)C(O2)(C)C, [K].O=C(O)O, O=C(O)C, [B-](F)(F)(F)F.CC[N+](CC)(CC)CC, N=1C(OC)=CC(OC)=C2C=CC=CC12, [Pd].O=C(O)C. Solvent: N#CC. Reaction conditions: temperature 80 celsius, time 15 hour. Yields the product O=C(NC1=C(F)C(F)=C(C(F)=C1F)C(F)(F)F)C2CC2B3OC(C)(C)C(O3)(C)C. Isolated yield 50.0%. Reactants: O=C([O-])O, CC#N, Oc1nc(C(O)c2ccc(F)cc2)nc2cc(C(F)(F)F)ccc12, [Na+]. The product is O=C(c1ccc(F)cc1)c1nc(O)c2ccc(C(F)(F)F)cc2n1. RXN SMILES: [C:25](=[O:26])([OH:27])[O-:28].[CH3:30][C:31]#[N:32].[F:1][c:2]1[cH:3][cH:4][c:5]([CH:8]([c:9]2[n:10][c:11]3[cH:12][c:13]([C:20]([F:21])([F:22])[F:23])[cH:14][cH:15][c:16]3[c:17]([OH:19])[n:18]2)[OH:24])[cH:6][cH:7]1.[Na+:29]>>[F:1][c:2]1[cH:3][cH:4][c:5]([C:8]([c:9]2[n:10][c:11]3[cH:12][c:13]([C:20]([F:21])([F:22])[F:23])[cH:14][cH:15][c:16]3[c:17]([OH:19])[n:18]2)=[O:24])[cH:6][cH:7]1.